From a dataset of the Open Reaction Database (ORD), a public repository of structured organic reaction records. describe an organic reaction: reactants, conditions, products, and yield Starting materials: BrC1=CC=C(C=C1)C1=NC(=NC=C1)NC1CC(NC(C1)(C)C)(C)C ([4-(4-Bromophenyl)-pyrimidin-2-yl]-(2,2,6,6-tetramethyl-piperidin-4-yl)-amine), [Li]CCCC (nBuLi), CN1CCC(CC1)=O (N-methyl-4-piperidone). Solvent: C1CCOC1.CCC(C)C (THF isopentane), C1CCOC1 (THF). Conditions: time 15 minute. Yields the product CN1CCC(CC1)(O)C1=CC=C(C=C1)C1=NC(=NC=C1)NC1CC(NC(C1)(C)C)(C)C (1-Methyl-4-{4-[2-(2,2,6,6-tetramethyl-piperidin-4-ylamino)-pyrimidin-4-yl]-phenyl}-piperidin-4-ol). As a reaction SMILES: Br[C:2]1[CH:7]=[CH:6][C:5]([C:8]2[CH:13]=[CH:12][N:11]=[C:10]([NH:14][CH:15]3[CH2:20][C:19]([CH3:22])([CH3:21])[NH:18][C:17]([CH3:24])([CH3:23])[CH2:16]3)[N:9]=2)=[CH:4][CH:3]=1.[Li]CCCC.[CH3:30][N:31]1[CH2:36][CH2:35][C:34](=[O:37])[CH2:33][CH2:32]1>C1COCC1.CCC(C)C.C1COCC1>[CH3:30][N:31]1[CH2:36][CH2:35][C:34]([C:2]2[CH:3]=[CH:4][C:5]([C:8]3[CH:13]=[CH:12][N:11]=[C:10]([NH:14][CH:15]4[CH2:16][C:17]([CH3:24])([CH3:23])[NH:18][C:19]([CH3:22])([CH3:21])[CH2:20]4)[N:9]=3)=[CH:6][CH:7]=2)([OH:37])[CH2:33][CH2:32]1 |f:3.4|. Procedure: [4-(4-Bromophenyl)-pyrimidin-2-yl]-(2,2,6,6-tetramethyl-piperidin-4-yl)-amine (116 mg; 0.3 mmol) in THF/isopentane (3 ml/0.6 ml) was cooled to −100° C. nBuLi (1.6M in hexane, 0.56 ml; 0.9 mmol) was added within 5 minutes and the reaction mixture stirred for 15 minutes at this temperature. N-methyl-4-piperidone (71 μl, 0.6 mmol) was added in THF (71 μl), the reaction mixture stirred for 10 minutes at −100° C., poured on water and extracted three times with EtOAc. The combined organic phases were ... Procedure: reacting the beta-alanine and potassium sulfate mixture with calcium methoxide under substantially anhydrous conditions to form calcium beta alanate; Product: C(CN)C(=O)[O-].C(CN)C(=O)[O-].[Ca+2] (calcium beta alanate). RXN SMILES: [NH2:1][CH2:2][CH2:3][C:4]([OH:6])=[O:5].S([O-])([O-])(=O)=O.[K+].[K+].C[O-].[Ca+2:16].C[O-]>>[CH2:3]([C:4]([O-:6])=[O:5])[CH2:2][NH2:1].[CH2:3]([C:4]([O-:6])=[O:5])[CH2:2][NH2:1].[Ca+2:16] |f:1.2.3,4.5.6,7.8.9|. Reactants: NCCC(=O)O (beta-alanine), S(=O)(=O)([O-])[O-].[K+].[K+] (potassium sulfate), C[O-].[Ca+2].C[O-] (calcium methoxide). Starting materials: BrC1=CC=C(C=N1)CCO (2-(6-bromopyridin-3-yl)ethanol), N1C=NC=C1 (imidazole), C1(=CC=CC=C1)P(C1=CC=CC=C1)C1=CC=CC=C1 (triphenylphosphine), II (iodine). Solvent: ClCCl (dichloromethane), ClCCl (dichloromethane). Conditions: time 6 hour. Yields the product BrC1=NC=C(C=C1)CCI (2-Bromo-5-(2-iodoethyl)pyridine). The yield is 91.6%. RXN SMILES: [Br:1][C:2]1[N:7]=[CH:6][C:5]([CH2:8][CH2:9]O)=[CH:4][CH:3]=1.N1C=CN=C1.C1(P(C2C=CC=CC=2)C2C=CC=CC=2)C=CC=CC=1.[I:35]I>ClCCl>[Br:1][C:2]1[CH:3]=[CH:4][C:5]([CH2:8][CH2:9][I:35])=[CH:6][N:7]=1. Reported procedure: A solution of 2-(6-bromopyridin-3-yl)ethanol (2.0 g, 9.9 mmol, 1.0 equiv) in dichloromethane (31 mL) was added dropwise to a solution of imidazole (0.91 g, 13.4 mmol, 1.4 equiv), triphenylphosphine (3.3 g, 12.4 mmol, 1.3 equiv), and iodine (3.1 g, 12.4 mmol, 1.3 equiv) in dichloromethane (31 mL) at room temperature. After stirring for 6 h, the reaction was filtered and concentrated under reduced pressure. The crude material was purified by flash chromatography on silica gel (15% ethyl acetate in... Starting materials: NC=1C(=C2C=CC(=CC2=CC1)NC(OC(C)(C)C)=O)Br (tert-butyl (6-amino-5-bromonaphthalen-2-yl)carbamate), C1(=NS[S+]=C1Cl)Cl.[Cl-] (Appel's salt). The reagents and catalysts are [Cu]I (CuI). The solvent is CCOC(=O)C (EtOAc), N1=CC=CC=C1 (pyridine), C(Cl)Cl (DCM). Conditions: temperature 110 celsius. The product is C(#N)C=1SC2=C(N1)C=CC1=CC(=CC=C12)NC(OC(C)(C)C)=O (tert-Butyl (2-cyanonaphtho[2,1-d]thiazol-7-yl)carbamate). Yield: 28.4%. As a reaction SMILES: [NH2:1][C:2]1[C:3](Br)=[C:4]2[C:9](=[CH:10][CH:11]=1)[CH:8]=[C:7]([NH:12][C:13](=[O:19])[O:14][C:15]([CH3:18])([CH3:17])[CH3:16])[CH:6]=[CH:5]2.[C:21]1(Cl)[C:25](Cl)=[S+:24]S[N:22]=1.[Cl-]>C(Cl)Cl.CCOC(C)=O.N1C=CC=CC=1.[Cu]I>[C:21]([C:25]1[S:24][C:3]2[C:4]3[C:9](=[CH:8][C:7]([NH:12][C:13](=[O:19])[O:14][C:15]([CH3:18])([CH3:17])[CH3:16])=[CH:6][CH:5]=3)[CH:10]=[CH:11][C:2]=2[N:1]=1)#[N:22] |f:1.2|. Reported procedure: To a stirred solution of tert-butyl (6-amino-5-bromonaphthalen-2-yl)carbamate (540 mg, 1.6 mmol) in dry DCM, 351 mg of Appel's salt (1.68 mmol) was added. Upon completion, the reaction was diluted with EtOAc and washed with water. The organic layer was dried over Na2SO4 and evaporated. The crude material thus obtained was dissolved in 10 mL of pyridine and treated with 529 mg (2.78 mmol) of CuI. The reaction was heated in a 110° C. oil bath for 40 min, and then the solvents were removed under re... Reactants: O=C(Nc1c[nH]c2ncc(Br)c(F)c12)c1cccnc1, CCCCO, CC(C)(C)OC(=O)N1CC2CCNC2C1. The product is CC(C)(C)OC(=O)N1CC2CCN(c3c(Br)cnc4[nH]cc(NC(=O)c5cccnc5)c34)C2C1. RXN SMILES: [Br:1][c:2]1[c:3]([F:20])[c:4]2[c:5]([n:6][cH:7]1)[nH:8][cH:9][c:10]2[NH:11][C:12]([c:13]1[cH:14][n:15][cH:16][cH:17][cH:18]1)=[O:19].[CH2:36]([OH:37])[CH2:38][CH2:39][CH3:40].[NH:21]1[CH:22]2[CH:23]([CH2:24][CH2:25]1)[CH2:26][N:27]([C:29](=[O:30])[O:31][C:32]([CH3:33])([CH3:34])[CH3:35])[CH2:28]2>>[Br:1][c:2]1[c:3]([N:21]2[CH:22]3[CH:23]([CH2:24][CH2:25]2)[CH2:26][N:27]([C:29](=[O:30])[O:31][C:32]([CH3:33])([CH3:34])[CH3:35])[CH2:28]3)[c:4]2[c:5]([n:6][cH:7]1)[nH:8][cH:9][c:10]2[NH:11][C:12]([c:13]1[cH:14][n:15][cH:16][cH:17][cH:18]1)=[O:19].